Dataset: the Open Reaction Database (ORD), a public repository of structured organic reaction records. Task: describe an organic reaction: reactants, conditions, products, and yield The reactants are Cc1ccccc1, COC(=O)C=P(c1ccccc1)(c1ccccc1)c1ccccc1, O=C(C=CCl)CCl, O. Product: COC(=O)C=C(C=CCl)CCl. As a reaction SMILES: [CH3:33][c:34]1[cH:35][cH:36][cH:37][cH:38][cH:39]1.[CH3:8][O:9][C:10](=[O:11])[CH:12]=[P:13]([c:14]1[cH:15][cH:16][cH:17][cH:18][cH:19]1)([c:20]1[cH:21][cH:22][cH:23][cH:24][cH:25]1)[c:26]1[cH:27][cH:28][cH:29][cH:30][cH:31]1.[Cl:1][CH2:2][C:3]([CH:4]=[CH:5][Cl:6])=[O:7].[OH2:32]>>[Cl:1][CH2:2][C:3]([CH:4]=[CH:5][Cl:6])=[CH:12][C:10]([O:9][CH3:8])=[O:11].